Task: describe an organic reaction: reactants, conditions, products, and yield. Dataset: the Open Reaction Database (ORD), a public repository of structured organic reaction records The reactants are [BH4-], CC(=O)Nc1nc(CCc2ccc(C(=O)O)c(F)c2)cs1, O=C(n1ccnc1)n1ccnc1, [Na+], C1CCOC1, O. Yields the product CC(=O)Nc1nc(CCc2ccc(CO)c(F)c2)cs1. RXN SMILES: [BH4-:34].[C:1]([CH3:2])(=[O:3])[NH:4][c:5]1[s:6][cH:7][c:8]([CH2:10][CH2:11][c:12]2[cH:13][c:14]([F:21])[c:15]([C:16](=[O:17])[OH:18])[cH:19][cH:20]2)[n:9]1.[C:22]([n:23]1[cH:24][cH:25][n:26][cH:27]1)([n:28]1[cH:29][cH:30][n:31][cH:32]1)=[O:33].[Na+:35].[O:37]1[CH2:38][CH2:39][CH2:40][CH2:41]1.[OH2:36]>>[C:1]([CH3:2])(=[O:3])[NH:4][c:5]1[s:6][cH:7][c:8]([CH2:10][CH2:11][c:12]2[cH:13][c:14]([F:21])[c:15]([CH2:16][OH:17])[cH:19][cH:20]2)[n:9]1.